The task is: describe an organic reaction: reactants, conditions, products, and yield. This data is from the Open Reaction Database (ORD), a public repository of structured organic reaction records. The reactants are C(C)(C)(C)OC(=O)N1CCC(CC1)OC1=C(C(=O)NC=2C=NC=CC2C(=O)NC2=NC=C(C=C2)Cl)C=CC(=C1)N1CCCC1 (3-[2-(1-tert-butoxycarbonylpiperidin-4-yloxy)-4-(pyrrolidin-1-yl)benzoylamino]-N-(5-chloropyridin-2-yl)-pyridine-4-carboxamide), FC(C(=O)O)(F)F (trifluoroacetic acid). Run in C(Cl)Cl (CH2Cl2), C1(=CC=CC=C1)OC (anisole). The product is FC(C(=O)O)(F)F.ClC=1C=CC(=NC1)NC(=O)C1=C(C=NC=C1)NC(C1=C(C=C(C=C1)N1CCCC1)OC1CCNCC1)=O (N-(5-Chloropyridin-2-yl)-3-[2-(piperidin-4-yloxy)-4-(pyrrolidin-1-yl)benzoylamino]pyridine-4-carboxamide Trifluoroacetate). Yield: 89.0%. Reaction SMILES: C(OC([N:8]1[CH2:13][CH2:12][CH:11]([O:14][C:15]2[CH:39]=[C:38]([N:40]3[CH2:44][CH2:43][CH2:42][CH2:41]3)[CH:37]=[CH:36][C:16]=2[C:17]([NH:19][C:20]2[CH:21]=[N:22][CH:23]=[CH:24][C:25]=2[C:26]([NH:28][C:29]2[CH:34]=[CH:33][C:32]([Cl:35])=[CH:31][N:30]=2)=[O:27])=[O:18])[CH2:10][CH2:9]1)=O)(C)(C)C.[F:45][C:46]([F:51])([F:50])[C:47]([OH:49])=[O:48]>C(Cl)Cl.C1(OC)C=CC=CC=1>[F:45][C:46]([F:51])([F:50])[C:47]([OH:49])=[O:48].[Cl:35][C:32]1[CH:33]=[CH:34][C:29]([NH:28][C:26]([C:25]2[CH:24]=[CH:23][N:22]=[CH:21][C:20]=2[NH:19][C:17](=[O:18])[C:16]2[CH:36]=[CH:37][C:38]([N:40]3[CH2:41][CH2:42][CH2:43][CH2:44]3)=[CH:39][C:15]=2[O:14][CH:11]2[CH2:12][CH2:13][NH:8][CH2:9][CH2:10]2)=[O:27])=[N:30][CH:31]=1 |f:4.5|. Procedure: The 3-[2-(1-tert-butoxycarbonylpiperidin-4-yloxy)-4-(pyrrolidin-1-yl)benzoylamino]-N-(5-chloropyridin-2-yl)-pyridine-4-carboxamide (109 mg, 0.18 mmol) was dissolved in CH2Cl2 (2 mL) with anisole (1 mL). The solution was treated with trifluoroacetic acid (1 mL) at room temperature for 2 h. The mixture was concentrated to dryness under vacuum, rinsed with hexanes, and sonicated with diethyl ether (5 mL) for 5 min to give 120 mg (0.16 mmol, 89%) of the title product. As a reaction SMILES: [Br:46][C:47]([Br:48])([Br:49])[Br:50].[CH2:51]1[CH2:52][CH2:53][CH2:54][CH2:55][CH2:56]1.[Cl:57][CH2:58][Cl:59].[F:20][c:21]1[cH:22][c:23]2[c:24]3[c:25]([n:26]([CH2:30][O:31][CH3:32])[c:27]2[cH:28][cH:29]1)[c:33](=[O:45])[n:34](-[c:39]1[cH:40][cH:41][cH:42][cH:43][cH:44]1)[n:35][c:36]3[CH2:37][OH:38].[c:1]1([P:2]([c:3]2[cH:4][cH:5][cH:6][cH:7][cH:8]2)[c:9]2[cH:10][cH:11][cH:12][cH:13][cH:14]2)[cH:15][cH:16][cH:17][cH:18][cH:19]1>>[F:20][c:21]1[cH:22][c:23]2[c:24]3[c:25]([n:26]([CH2:30][O:31][CH3:32])[c:27]2[cH:28][cH:29]1)[c:33](=[O:45])[n:34](-[c:39]1[cH:40][cH:41][cH:42][cH:43][cH:44]1)[n:35][c:36]3[CH2:37][Br:46]. Starting materials: BrC(Br)(Br)Br, C1CCCCC1, ClCCl, COCn1c2ccc(F)cc2c2c(CO)nn(-c3ccccc3)c(=O)c21, c1ccc(P(c2ccccc2)c2ccccc2)cc1. The product is COCn1c2ccc(F)cc2c2c(CBr)nn(-c3ccccc3)c(=O)c21. The reactants are O=C([O-])[O-], CO, COC(=O)c1cc(Oc2ccc(C#C[Si](C)(C)C)cc2)cc(C(=O)OC)c1, [K+], [K+], C1COCCO1, O. Yields the product C#Cc1ccc(Oc2cc(C(=O)OC)cc(C(=O)OC)c2)cc1. As a reaction SMILES: [C:1](=[O:2])([O-:3])[O-:4].[CH3:34][OH:35].[CH3:7][O:8][C:9]([c:10]1[cH:11][c:12]([C:13](=[O:14])[O:15][CH3:16])[cH:17][c:18]([O:20][c:21]2[cH:22][cH:23][c:24]([C:27]#[C:28][Si:29]([CH3:30])([CH3:31])[CH3:32])[cH:25][cH:26]2)[cH:19]1)=[O:33].[K+:5].[K+:6].[O:36]1[CH2:37][CH2:38][O:39][CH2:40][CH2:41]1.[OH2:42]>>[CH3:7][O:8][C:9]([c:10]1[cH:11][c:12]([C:13](=[O:14])[O:15][CH3:16])[cH:17][c:18]([O:20][c:21]2[cH:22][cH:23][c:24]([C:27]#[CH:28])[cH:25][cH:26]2)[cH:19]1)=[O:33]. Starting materials: ClCCN(C)C (2-chloro-N,N-dimethylethanamine), [H-].[Na+] (NaH), [NH4+].[Cl-] (NH4Cl), OC[C@H]1N(CC2=CC=CC=C2C1)C(C)=O ((S)-1-(3-(hydroxymethyl)-3,4-dihydroisoquinolin-2(1H)-yl)ethanone). Reagents/catalysts: CCCC[N+](CCCC)(CCCC)CCCC.[I-] (TBAI). Run in CN(C)C=O (DMF), CCOC(=O)C (EtOAc). Reaction conditions: temperature 0 celsius, time 20 minute. The product is CN(CCOC[C@H]1N(CC2=CC=CC=C2C1)C(C)=O)C ((S)-1-(3-((2-(Dimethylamino)ethoxy)methyl)-3,4-dihydroisoquinolin-2(1H)-yl)ethanone). Isolated yield 52.5%. Reaction SMILES: Cl[CH2:2][CH2:3][N:4]([CH3:6])[CH3:5].[H-].[Na+].[OH:9][CH2:10][C@@H:11]1[CH2:20][C:19]2[C:14](=[CH:15][CH:16]=[CH:17][CH:18]=2)[CH2:13][N:12]1[C:21](=[O:23])[CH3:22].[NH4+].[Cl-]>CN(C=O)C.CCCC[N+](CCCC)(CCCC)CCCC.[I-].CCOC(C)=O>[CH3:5][N:4]([CH3:6])[CH2:3][CH2:2][O:9][CH2:10][C@@H:11]1[CH2:20][C:19]2[C:14](=[CH:15][CH:16]=[CH:17][CH:18]=2)[CH2:13][N:12]1[C:21](=[O:23])[CH3:22] |f:1.2,4.5,7.8|. Reported procedure: To 2-chloro-N,N-dimethylethanamine (63 mg, 0.59 mmol) in DMF (1.0 mL) was added NaH (156 mg, 3.90 mmol, 60% suspension in mineral oil) at 0° C. After stirring for 20 min at 0° C., (S)-1-(3-(hydroxymethyl)-3,4-dihydroisoquinolin-2(1H)-yl)ethanone (40 mg, 0.20 mmol) was added, and the resulting suspension was stirred at room temperature for 10 min. TBAI (7 mg, 0.019 mmol) was then added, and the reaction mixture was heated at 70° C. for 1.5 h. The mixture was then poured into sat. aq. NH4Cl soluti... Reactants: CC1=C(NC2=C1C(N(CCC2)CCN2CCCCC2)=O)C=O (3-methyl-4-oxo-5-(2-piperidin-1-yl-ethyl)-1,4,5,6,7,8-hexahydro-pyrrolo[3,2-c]azepine-2-carbaldehyde), FC1=C(C=CC=C1F)C1=C2CC(NC2=CC=C1)=O (4-(2,3-difluoro-phenyl)-1,3-dihydro-indol-2-one). The product is FC1=C(C=CC=C1F)C1=C2/C(/C(NC2=CC=C1)=O)=C/C1=C(C=2C(N(CCCC2N1)CCN1CCCCC1)=O)C ((Z)-2-[4-(2,3-difluoro-phenyl)-2-oxo-1,2-dihydro-indol-3-ylidenemethyl]-3-methyl-5-(2-piperidin-1-yl-ethyl)-5,6,7,8-tetrahydro-1H-pyrrolo[3,2-c]azepin-4-one). The yield is 80.9%. Reaction SMILES: [CH3:1][C:2]1[C:6]2[C:7](=[O:20])[N:8]([CH2:12][CH2:13][N:14]3[CH2:19][CH2:18][CH2:17][CH2:16][CH2:15]3)[CH2:9][CH2:10][CH2:11][C:5]=2[NH:4][C:3]=1[CH:21]=O.[F:23][C:24]1[C:29]([F:30])=[CH:28][CH:27]=[CH:26][C:25]=1[C:31]1[CH:39]=[CH:38][CH:37]=[C:36]2[C:32]=1[CH2:33][C:34](=[O:40])[NH:35]2>>[F:23][C:24]1[C:29]([F:30])=[CH:28][CH:27]=[CH:26][C:25]=1[C:31]1[CH:39]=[CH:38][CH:37]=[C:36]2[C:32]=1/[C:33](=[CH:21]/[C:3]1[NH:4][C:5]3[CH2:11][CH2:10][CH2:9][N:8]([CH2:12][CH2:13][N:14]4[CH2:19][CH2:18][CH2:17][CH2:16][CH2:15]4)[C:7](=[O:20])[C:6]=3[C:2]=1[CH3:1])/[C:34](=[O:40])[NH:35]2. Reported procedure: The title compound was prepared under the same conditions as described in step 5 of Example 32 with 3-methyl-4-oxo-5-(2-piperidin-1-yl-ethyl)-1,4,5,6,7,8-hexahydro-pyrrolo[3,2-c]azepine-2-carbaldehyde 32d obtained from step 4 of Example 32 and 4-(2,3-difluoro-phenyl)-1,3-dihydro-indol-2-one 6d obtained from step 3 of Example 6 as starting materials to obtain (Z)-2-[4-(2,3-difluoro-phenyl)-2-oxo-1,2-dihydro-indol-3-ylidenemethyl]-3-methyl-5-(2-piperidin-1-yl-ethyl)-5,6,7,8-tetrahydro-1H-pyrrolo[3... The reactants are O=S(=O)(Nc1ccccc1)c1cc(Br)ccc1Cl, Nc1ccc(C(F)(F)F)cn1, Nc1ccccc1. Product: O=S(=O)(Nc1ccc(C(F)(F)F)cn1)c1cc(Br)ccc1Cl. Reaction SMILES: [Br:1][c:2]1[cH:3][cH:4][c:5]([Cl:18])[c:6]([S:8](=[O:9])(=[O:10])[NH:11][c:12]2[cH:13][cH:14][cH:15][cH:16][cH:17]2)[cH:7]1.[F:26][C:27]([c:28]1[cH:29][cH:30][c:31]([NH2:34])[n:32][cH:33]1)([F:35])[F:36].[NH2:19][c:20]1[cH:21][cH:22][cH:23][cH:24][cH:25]1>>[Br:1][c:2]1[cH:3][cH:4][c:5]([Cl:18])[c:6]([S:8](=[O:9])(=[O:10])[NH:34][c:31]2[cH:30][cH:29][c:28]([C:27]([F:26])([F:35])[F:36])[cH:33][n:32]2)[cH:7]1. The reactants are ClC1=NC=CC(=N1)C1=C(N=C2N1C=CC=C2)C=2C=CC(=C(C(=O)NC1=C(C=CC=C1F)F)C2)OC (5-[3-(2-Chloro-4-pyrimidinyl)imidazo[1,2-a]pyridin-2-yl]-N-(2,6-difluorophenyl)-2-(methyloxy)benzamide), CC(C)O (iPrOH), FC=1C(=CC(=C(N)C1)OC)CCN1CCCCC1 (5-fluoro-2-(methyloxy)-4-[2-(1-piperidinyl)ethyl]aniline), C1(=CC=C(C=C1)S(=O)(=O)O)C (p-toluenesulfonic acid). The solvent is C(Cl)Cl (DCM). Conditions: temperature 180 celsius. Yields the product FC1=C(C(=CC=C1)F)NC(C1=C(C=CC(=C1)C=1N=C2N(C=CC=C2)C1C1=NC(=NC=C1)NC1=C(C=C(C(=C1)F)CCN1CCCCC1)OC)OC)=O (N-(2,6-difluorophenyl)-5-{3-[2-({5-fluoro-2-(methyloxy)-4-[2-(1-piperidinyl)ethyl]-phenyl}amino)-4-pyrimidinyl]imidazo[1,2-a]pyridin-2-yl}-2-(methyloxy)benzamide). The yield is 42.2%. As a reaction SMILES: Cl[C:2]1[N:7]=[C:6]([C:8]2[N:12]3[CH:13]=[CH:14][CH:15]=[CH:16][C:11]3=[N:10][C:9]=2[C:17]2[CH:18]=[CH:19][C:20]([O:34][CH3:35])=[C:21]([CH:33]=2)[C:22]([NH:24][C:25]2[C:30]([F:31])=[CH:29][CH:28]=[CH:27][C:26]=2[F:32])=[O:23])[CH:5]=[CH:4][N:3]=1.[F:36][C:37]1[C:38]([CH2:46][CH2:47][N:48]2[CH2:53][CH2:52][CH2:51][CH2:50][CH2:49]2)=[CH:39][C:40]([O:44][CH3:45])=[C:41]([CH:43]=1)[NH2:42].C1(C)C=CC(S(O)(=O)=O)=CC=1.CC(O)C>C(Cl)Cl>[F:32][C:26]1[CH:27]=[CH:28][CH:29]=[C:30]([F:31])[C:25]=1[NH:24][C:22](=[O:23])[C:21]1[CH:33]=[C:17]([C:9]2[N:10]=[C:11]3[CH:16]=[CH:15][CH:14]=[CH:13][N:12]3[C:8]=2[C:6]2[CH:5]=[CH:4][N:3]=[C:2]([NH:42][C:41]3[CH:43]=[C:37]([F:36])[C:38]([CH2:46][CH2:47][N:48]4[CH2:49][CH2:50][CH2:51][CH2:52][CH2:53]4)=[CH:39][C:40]=3[O:44][CH3:45])[N:7]=2)[CH:18]=[CH:19][C:20]=1[O:34][CH3:35]. Reported procedure: 5-[3-(2-Chloro-4-pyrimidinyl)imidazo[1,2-a]pyridin-2-yl]-N-(2,6-difluorophenyl)-2-(methyloxy)benzamide (Intermediate Example 2) (100 mg, 0.2 mmol), 5-fluoro-2-(methyloxy)-4-[2-(1-piperidinyl)ethyl]aniline (46 mg, 0.18 mmol), and p-toluenesulfonic acid (92 mg, 0.49 mmol) were weighed into a 10 mL microwave vial. 5 mL of iPrOH was added and the mixture was heated in the microwave to 180° C. for 17 min. The mixture was transferred to a 50 mL round bottom and diluted with 10 mL of DCM. 1 g of silica... Starting materials: CC(C)(C)OC(=O)N1CCNCC1, Cc1ccccc1, CC(C)(C)OC(=O)N1CCN(C(=O)Cl)CC1, O=C(Cl)Cl. The product is Cl, CC(C)(C)OC(=O)N1CCNCC1. RXN SMILES: [C:17]([O:18][C:19]([N:20]1[CH2:21][CH2:22][NH:23][CH2:24][CH2:25]1)=[O:26])([CH3:27])([CH3:28])[CH3:29].[CH3:34][c:35]1[cH:36][cH:37][cH:38][cH:39][cH:40]1.[Cl:1][C:2](=[O:3])[N:4]1[CH2:5][CH2:6][N:7]([C:10](=[O:11])[O:12][C:13]([CH3:14])([CH3:15])[CH3:16])[CH2:8][CH2:9]1.[Cl:30][C:31](=[O:32])[Cl:33]>>[ClH:1].[NH:4]1[CH2:5][CH2:6][N:7]([C:10](=[O:11])[O:12][C:13]([CH3:14])([CH3:15])[CH3:16])[CH2:8][CH2:9]1. The reactants are O=C(c1ccccc1)c1cccc2cc[nH]c12, COS(=O)(=O)OC, CC(C)=O, [K+], [OH-]. Product: Cn1ccc2cccc(C(=O)c3ccccc3)c21. RXN SMILES: [C:1]([c:2]1[cH:3][cH:4][cH:5][cH:6][cH:7]1)(=[O:8])[c:9]1[cH:10][cH:11][cH:12][c:13]2[cH:14][cH:15][nH:16][c:17]12.[CH3:18][O:19][S:20]([O:21][CH3:22])(=[O:23])=[O:24].[CH3:27][C:28](=[O:29])[CH3:30].[K+:26].[OH-:25]>>[C:1]([c:2]1[cH:3][cH:4][cH:5][cH:6][cH:7]1)(=[O:8])[c:9]1[cH:10][cH:11][cH:12][c:13]2[cH:14][cH:15][n:16]([CH3:18])[c:17]12. The reactants are C(C1=CC=CC=C1)OCN1C=C(C2=C1C=NNC2=O)C(C)(C)O (1-benzyloxymethyl-3-(1-hydroxy-1-methylethyl)-1,5-dihydropyrrolo[2,3-d]pyridazin-4-one), C(O)([O-])=O.[Na+] (sodium hydrogencarbonate), C(C)[SiH](CC)CC (triethylsilane). Solvent: ClCCl (dichloromethane), ClCCl (dichloromethane). Reaction conditions: time 22 hour. Yields the product C(C1=CC=CC=C1)OCN1C=C(C2=C1C=NNC2=O)C(C)C (1-Benzyloxymethyl-3-isopropyl-1,5-dihydropyrrolo-[2,3-d]pyridazin-4-one). Yield: 62.2%. As a reaction SMILES: C([SiH](CC)CC)C.[CH2:8]([O:15][CH2:16][N:17]1[C:21]2[CH:22]=[N:23][NH:24][C:25](=[O:26])[C:20]=2[C:19]([C:27](O)([CH3:29])[CH3:28])=[CH:18]1)[C:9]1[CH:14]=[CH:13][CH:12]=[CH:11][CH:10]=1.C(=O)([O-])O.[Na+]>ClCCl>[CH2:8]([O:15][CH2:16][N:17]1[C:21]2[CH:22]=[N:23][NH:24][C:25](=[O:26])[C:20]=2[C:19]([CH:27]([CH3:29])[CH3:28])=[CH:18]1)[C:9]1[CH:14]=[CH:13][CH:12]=[CH:11][CH:10]=1 |f:2.3|. Procedure details: To 13 ml of dichloromethane solution containing 2.47 g of triethylsilane was added 1.31 ml of boron trifluoride diethyl ether complex under ice-cooling, then 30 ml of dichloromethane solution containing 1.65 g (5.3 mmol) of 1-benzyloxymethyl-3-(1-hydroxy-1-methylethyl)-1,5-dihydropyrrolo[2,3-d]pyridazin-4-one obtained in Reference example 21-(d) was added dropwise to the mixture, and the mixture was stirred at room temperature for 22 hours. After completion of the reaction, a saturated aqueous s...